The task is: describe an organic reaction: reactants, conditions, products, and yield. This data is from the Open Reaction Database (ORD), a public repository of structured organic reaction records. Starting materials: C(C1=CC=CC=C1)C1(CCN(CC1)CCC#C)O (4-benzyl-1-(but-3-yn-1-yl)-4-hydroxypiperidine), IC1=CC=C(N)C=C1 (4-iodoaniline). Reagents/catalysts: [Cu]I (copper(I) iodide), Cl[Pd]([P](C1=CC=CC=C1)(C2=CC=CC=C2)C3=CC=CC=C3)([P](C4=CC=CC=C4)(C5=CC=CC=C5)C6=CC=CC=C6)Cl (PdCl2(PPh3)2). The solvent is CCN(CC)CC (Et3N). Reaction conditions: time 20 hour. Product: NC1=CC=C(C=C1)C#CCCN1CCC(CC1)(O)CC1=CC=CC=C1 (1-(4-(4-Aminophenyl)but-3-yn-1-yl)-4-benzyl-4-hydroxypiperidine). Isolated yield 29.9%. Reaction SMILES: [CH2:1]([C:8]1([OH:18])[CH2:13][CH2:12][N:11]([CH2:14][CH2:15][C:16]#[CH:17])[CH2:10][CH2:9]1)[C:2]1[CH:7]=[CH:6][CH:5]=[CH:4][CH:3]=1.I[C:20]1[CH:26]=[CH:25][C:23]([NH2:24])=[CH:22][CH:21]=1>CCN(CC)CC.[Cu]I.Cl[Pd](Cl)([P](C1C=CC=CC=1)(C1C=CC=CC=1)C1C=CC=CC=1)[P](C1C=CC=CC=1)(C1C=CC=CC=1)C1C=CC=CC=1>[NH2:24][C:23]1[CH:25]=[CH:26][C:20]([C:17]#[C:16][CH2:15][CH2:14][N:11]2[CH2:12][CH2:13][C:8]([CH2:1][C:2]3[CH:3]=[CH:4][CH:5]=[CH:6][CH:7]=3)([OH:18])[CH2:9][CH2:10]2)=[CH:21][CH:22]=1 |^1:38,57|. Procedure: A mixture of 4-benzyl-1-(but-3-yn-1-yl)-4-hydroxypiperidine (243 mg, 1.00 mmol), 4-iodoaniline (219 mg, 1.00 mmol), copper(I) iodide (40 mg), PdCl2(PPh3)2 (50 mg, 0.04 mmol) in 10 mL of Et3N is stirred at room temperature under N2 for 20 hr. The mixture is filtered and washed with Et3N (3×15 mL). The filtrate is evaporated in vacuo and is purified by flash chromatography to give the product as a brown oil (100 mg, 30%): 1H NMR (CDCl3) 1.49 (m, 3 H), 1.72 (m, 2 H), 2.38 (m, 2 H), 2.55-2.66 (m, 6 ... Reactants: ClCCCl (1,2-dichloroethane), ClC1=C(C=NC2=CC=CN=C12)[N+](=O)[O-] (4-chloro-3-nitro[1,5]naphthyridine), N[C@H](CO)C ((S)-(+)-2-amino-1-propanol), [F-].C(CCC)[N+](CCCC)(CCCC)CCCC (tetrabutylammonium fluoride). The solvent is C(Cl)(Cl)Cl (CHCl3), C(Cl)Cl (CH2Cl2), C(Cl)(Cl)Cl (chloroform). Product: C[C@H]1COCC=2N1C1=C(C(=NC3=CC=CN=C13)N)N2 ((11S)-11-methyl-10,11-dihydro-8H-[1,4]oxazino[4′,3′:1,2]imidazo[4,5-c][1,5]naphthyridin-6-amine). As a reaction SMILES: Cl[C:2]1[C:11]2[C:6](=[CH:7][CH:8]=[CH:9][N:10]=2)[N:5]=[CH:4][C:3]=1[N+:12]([O-])=O.[NH2:15][C@@H:16]([CH3:19])[CH2:17][OH:18].[F-].C([N+:25](CCCC)(CCCC)CCCC)CCC.Cl[CH2:39][CH2:40]Cl>C(Cl)Cl.C(Cl)(Cl)Cl>[CH3:19][C@@H:16]1[N:15]2[C:2]3[C:11]4[C:6](=[CH:7][CH:8]=[CH:9][N:10]=4)[N:5]=[C:4]([NH2:25])[C:3]=3[N:12]=[C:40]2[CH2:39][O:18][CH2:17]1 |f:2.3|. Reported procedure: The title compound was prepared from 4-chloro-3-nitro[1,5]naphthyridine and (S)-(+)-2-amino-1-propanol following Parts A through G listed for the preparation of Example 1 with the modifications that in Part E the reaction with tetrabutylammonium fluoride was carried out in CH2Cl2 as the solvent, Part F was carried out in chloroform as the solvent, and Part G was carried out in 1,2-dichloroethane as the solvent. Chromatography (SiO2, 10-30% CMA/CHCl3) gave an off-white solid. Recrystallization fr... Yields the product CC(=O)C(=Cc1ccc(C(F)(F)F)cc1)C(C)=O. RXN SMILES: [CH3:13][C:14]([CH2:15][C:16]([CH3:17])=[O:18])=[O:19].[F:1][C:2]([c:3]1[cH:4][cH:5][c:6]([CH:7]=[O:8])[cH:9][cH:10]1)([F:11])[F:12].[OH2:20].[OH:21][C:22]([C:23]([F:24])([F:25])[F:26])=[O:27]>>[F:1][C:2]([c:3]1[cH:4][cH:5][c:6]([CH:7]=[C:15]([C:14]([CH3:13])=[O:19])[C:16]([CH3:17])=[O:18])[cH:9][cH:10]1)([F:11])[F:12]. Reactants: CC(=O)CC(C)=O, O=Cc1ccc(C(F)(F)F)cc1, O, O=C(O)C(F)(F)F. Starting materials: C(CCCCC)S(=O)(=O)C1=NC=CC(=N1)N1C=NC2=C1C=CC(=C2)C2=CC=NC=C2 (2-hexanesulfonyl-4-[5-(pyridin-4-yl)-benzimidazol-1-yl]pyrimidine), 2-hexanesulfoxide-4-[5-(pyridin-4-yl)-benzimidazol-1-yl]pyrimidine, NC(C)C1CN(CCC1)C(=O)OCC1=CC=CC=C1 (3-(1-aminoethyl)-1-(benzyloxy-carbonyl)piperidine). Solvent: CS(=O)C (DMSO). Product: C(C1=CC=CC=C1)OC(=O)N1CC(CCC1)C(C)NC1=NC=CC(=N1)N1C=NC2=C1C=CC(=C2)C2=CC=NC=C2 (2-[1-(1-Benzyloxycarbonylpiperidin-3-yl)ethylamino]-4-[5-(pyridin-4-yl)benzimidazol-1-yl]pyrimidine). RXN SMILES: C(S([C:10]1[N:15]=[C:14]([N:16]2[C:20]3[CH:21]=[CH:22][C:23]([C:25]4[CH:30]=[CH:29][N:28]=[CH:27][CH:26]=4)=[CH:24][C:19]=3[N:18]=[CH:17]2)[CH:13]=[CH:12][N:11]=1)(=O)=O)CCCCC.[NH2:31][CH:32]([CH:34]1[CH2:39][CH2:38][CH2:37][N:36]([C:40]([O:42][CH2:43][C:44]2[CH:49]=[CH:48][CH:47]=[CH:46][CH:45]=2)=[O:41])[CH2:35]1)[CH3:33]>CS(C)=O>[CH2:43]([O:42][C:40]([N:36]1[CH2:37][CH2:38][CH2:39][CH:34]([CH:32]([NH:31][C:10]2[N:15]=[C:14]([N:16]3[C:20]4[CH:21]=[CH:22][C:23]([C:25]5[CH:30]=[CH:29][N:28]=[CH:27][CH:26]=5)=[CH:24][C:19]=4[N:18]=[CH:17]3)[CH:13]=[CH:12][N:11]=2)[CH3:33])[CH2:35]1)=[O:41])[C:44]1[CH:49]=[CH:48][CH:47]=[CH:46][CH:45]=1. Procedure details: The title compound was prepared from 2-hexanesulfonyl-4-[5-(pyridin-4-yl)-benzimidazol-1-yl]pyrimidine and 2-hexanesulfoxide-4-[5-(pyridin-4-yl)-benzimidazol-1-yl]pyrimidine 1:1 mixture and 3-(1-aminoethyl)-1-(benzyloxy-carbonyl)piperidine according to the procedure described in EXAMPLE 17 using DMSO instead of toluene as solvent. Mass spectrum (ESI) 534.4 (M+1) The reactants are [Al+3], C1CCOC1, CN1CCC(C(N)=O)CC1, [H-], [H-], [H-], [H-], [Li+], [Na+], [OH-], O. Yields the product CN1CCC(CN)CC1. RXN SMILES: [Al+3:12].[CH2:20]1[O:21][CH2:22][CH2:23][CH2:24]1.[CH3:1][N:2]1[CH2:3][CH2:4][CH:5]([C:6](=[O:7])[NH2:8])[CH2:9][CH2:10]1.[H-:11].[H-:14].[H-:15].[H-:16].[Li+:13].[Na+:19].[OH-:18].[OH2:17]>>[CH3:1][N:2]1[CH2:3][CH2:4][CH:5]([CH2:6][NH2:8])[CH2:9][CH2:10]1. Starting materials: CC=1C=CC2=C(C=CN3C(C2)=NN=C3SC)C1 (8-methyl-3-methylthio-11H-s-triazolo[3,4-b][3]benzazepine), [Se](=O)=O (selenium dioxide). Product: CC=1C=CC2=C(C=CN3C(C2=O)=NN=C3SC)C1 (8-methyl-3-methylthio-11H-s-triazolo[3,4-b][3]benzazepin-11-one). RXN SMILES: [CH3:1][C:2]1[CH:3]=[CH:4][C:5]2[CH2:11][C:10]3=[N:12][N:13]=[C:14]([S:15][CH3:16])[N:9]3[CH:8]=[CH:7][C:6]=2[CH:17]=1.[Se](=O)=[O:19]>>[CH3:1][C:2]1[CH:3]=[CH:4][C:5]2[C:11](=[O:19])[C:10]3=[N:12][N:13]=[C:14]([S:15][CH3:16])[N:9]3[CH:8]=[CH:7][C:6]=2[CH:17]=1. Procedure: By a procedure similar to that described in Examples 13, the reaction of 8-methyl-3-methylthio-11H-s-triazolo[3,4-b][3]benzazepine with selenium dioxide gave 8-methyl-3-methylthio-11H-s-triazolo[3,4-b][3]benzazepin-11-one as crystals. Recrystallization from methanol yielded colorless platelets melting at 178°-179° C. Reactants: Cc1ncc(Br)cc1[N+](=O)[O-], C#CCNC(=O)OC(C)(C)C, [Cu]I. Product: Cc1ncc(C#CCNC(=O)OC(C)(C)C)cc1[N+](=O)[O-]. Reaction SMILES: [Br:1][c:2]1[cH:3][c:4]([N+:9](=[O:10])[O-:11])[c:5]([CH3:8])[n:6][cH:7]1.[CH2:12]([C:13]#[CH:14])[NH:15][C:16]([O:17][C:18]([CH3:19])([CH3:20])[CH3:21])=[O:22].[Cu:23][I:24]>>[c:2]1([C:14]#[C:13][CH2:12][NH:15][C:16]([O:17][C:18]([CH3:19])([CH3:20])[CH3:21])=[O:22])[cH:3][c:4]([N+:9](=[O:10])[O-:11])[c:5]([CH3:8])[n:6][cH:7]1.